Dataset: the Open Reaction Database (ORD), a public repository of structured organic reaction records. Task: describe an organic reaction: reactants, conditions, products, and yield Starting materials: O=c1[nH]nc2c(-c3ccncc3)c(-c3ccc(Cl)cc3)ccn12, FC(F)(F)c1ccc(CCl)c(Cl)n1, [K+], [K+], O=C([O-])[O-], CN(C)C=O. Product: O=c1n(Cc2ccc(C(F)(F)F)nc2Cl)nc2c(-c3ccncc3)c(-c3ccc(Cl)cc3)ccn12. As a reaction SMILES: [Cl:1][c:2]1[cH:3][cH:4][c:5](-[c:8]2[c:9](-[c:18]3[cH:19][cH:20][n:21][cH:22][cH:23]3)[c:10]3[n:11]([cH:12][cH:13]2)[c:14](=[O:17])[nH:15][n:16]3)[cH:6][cH:7]1.[Cl:24][c:25]1[n:26][c:27]([C:33]([F:34])([F:35])[F:36])[cH:28][cH:29][c:30]1[CH2:31][Cl:32].[K+:37].[K+:38].[O-:39][C:40]([O-:41])=[O:42].[O:43]=[CH:44][N:45]([CH3:46])[CH3:47]>>[Cl:1][c:2]1[cH:3][cH:4][c:5](-[c:8]2[c:9](-[c:18]3[cH:19][cH:20][n:21][cH:22][cH:23]3)[c:10]3[n:11]([cH:12][cH:13]2)[c:14](=[O:17])[n:15]([CH2:31][c:30]2[c:25]([Cl:24])[n:26][c:27]([C:33]([F:34])([F:35])[F:36])[cH:28][cH:29]2)[n:16]3)[cH:6][cH:7]1. Reactants: CC(=O)Cl, Cc1ccccc1, COc1nc2cc(Cl)c(Cl)c(N)c2nc1OC. Yields the product COc1nc2cc(Cl)c(Cl)c(NC(C)=O)c2nc1OC. RXN SMILES: [CH3:1][C:2]([Cl:3])=[O:4].[CH3:22][c:23]1[cH:24][cH:25][cH:26][cH:27][cH:28]1.[NH2:5][c:6]1[c:7]2[n:8][c:9]([O:20][CH3:21])[c:10]([O:18][CH3:19])[n:11][c:12]2[cH:13][c:14]([Cl:17])[c:15]1[Cl:16]>>[CH3:1][C:2](=[O:4])[NH:5][c:6]1[c:7]2[n:8][c:9]([O:20][CH3:21])[c:10]([O:18][CH3:19])[n:11][c:12]2[cH:13][c:14]([Cl:17])[c:15]1[Cl:16]. Starting materials: C1CCOC1, [Li]CCCC, CC(C)NC(C)C, Clc1cncc(Cl)n1, O=C=O, O. Yields the product O=C(O)c1ncc(Cl)nc1Cl. RXN SMILES: [CH2:24]1[O:25][CH2:26][CH2:27][CH2:28]1.[CH3:8][CH2:9][CH2:10][CH2:11][Li:12].[CH:1]([NH:2][CH:3]([CH3:4])[CH3:5])([CH3:6])[CH3:7].[Cl:13][c:14]1[n:15][c:16]([Cl:20])[cH:17][n:18][cH:19]1.[O:21]=[C:22]=[O:23].[OH2:29]>>[Cl:13][c:14]1[n:15][c:16]([Cl:20])[cH:17][n:18][c:19]1[C:22](=[O:21])[OH:23]. The reactants are NCC1=CC=CC2=CC=CC=C12 (1-aminomethylnaphthalene), FC1=CC=C(C=CC=O)C=C1 (p-fluorocinnamaldehyde), C1=CC=CC=C1 (benzene). The product is FC1=CC=C(C=C1)/C=C/CNCC1=CC=CC2=CC=CC=C12 (Trans-N-[3-(4-fluorophenyl)-2-propenyl]-(1-naphthylmethyl)amine). Reported procedure: A mixture of 10 g of 1-aminomethylnaphthalene, 9.55 g of p-fluorocinnamaldehyde and 150 ml of benzene is heated in a reaction vessel equipped with a water separator, at reflux, until the theoretical amount of water has been separated. The mixture is cooled and evaporated to dryness. 5.78 g of the resulting Schiff's base in 60 ml of methanol, after warming to 50°, is mixed, with vigorous stirring, with 1.51 g of solid NaBH4, portionwise, and the mixture is refluxed for 20 minutes. The resulting m... RXN SMILES: [NH2:1][CH2:2][C:3]1[C:12]2[C:7](=[CH:8][CH:9]=[CH:10][CH:11]=2)[CH:6]=[CH:5][CH:4]=1.[F:13][C:14]1[CH:23]=[CH:22][C:17]([CH:18]=[CH:19][CH:20]=O)=[CH:16][CH:15]=1.C1C=CC=CC=1>O>[F:13][C:14]1[CH:23]=[CH:22][C:17](/[CH:18]=[CH:19]/[CH2:20][NH:1][CH2:2][C:3]2[C:12]3[C:7](=[CH:8][CH:9]=[CH:10][CH:11]=3)[CH:6]=[CH:5][CH:4]=2)=[CH:16][CH:15]=1. Solvent: O (water), O (water). Starting materials: CC(C)(C)[Si](OC[C@@H](O)C=1OC(C2=C(C1C1=CC(=C(C=C1)C)C)C=CC=C2)=O)(C2=CC=CC=C2)C2=CC=CC=C2 (3-((1R)-2-{[(1,1-dimethylethyl)(diphenyl)silyl]oxy}-1-hydroxyethyl)-4-(3,4-dimethylphenyl)-1H-2-benzopyran-1-one), C1CCOC1 (THF), CN (methyl amine). Conditions: temperature 80 celsius, time 18 hour. The product is [Si](C1=CC=CC=C1)(C1=CC=CC=C1)(C(C)(C)C)OC[C@@H](O)C=1N(C(C2=CC=CC=C2C1C1=CC(=C(C=C1)C)C)=O)C ((S)-3-(2-((tert-butyldiphenylsilyl)oxy)-1-hydroxyethyl)-4-(3,4-dimethylphenyl)-2-methylisoquinolin-1(2H)-one). Isolated yield 14.0%. RXN SMILES: [CH3:1][C:2]([Si:5]([C:35]1[CH:40]=[CH:39][CH:38]=[CH:37][CH:36]=1)([C:29]1[CH:34]=[CH:33][CH:32]=[CH:31][CH:30]=1)[O:6][CH2:7][C@H:8]([C:10]1[O:11][C:12](=O)[C:13]2[CH:27]=[CH:26][CH:25]=[CH:24][C:14]=2[C:15]=1[C:16]1[CH:21]=[CH:20][C:19]([CH3:22])=[C:18]([CH3:23])[CH:17]=1)[OH:9])([CH3:4])[CH3:3].C1COCC1.[CH3:46][NH2:47]>>[Si:5]([O:6][CH2:7][C@H:8]([C:10]1[N:47]([CH3:46])[C:12](=[O:11])[C:13]2[C:14]([C:15]=1[C:16]1[CH:21]=[CH:20][C:19]([CH3:22])=[C:18]([CH3:23])[CH:17]=1)=[CH:24][CH:25]=[CH:26][CH:27]=2)[OH:9])([C:2]([CH3:3])([CH3:1])[CH3:4])([C:29]1[CH:34]=[CH:33][CH:32]=[CH:31][CH:30]=1)[C:35]1[CH:40]=[CH:39][CH:38]=[CH:37][CH:36]=1. Reported procedure: A solution of 3-((1R)-2-{[(1,1-dimethylethyl)(diphenyl)silyl]oxy}-1-hydroxyethyl)-4-(3,4-dimethylphenyl)-1H-2-benzopyran-1-one (92 mg, 0.168 mmol) was dissolved in 2M methyl amine in THF (1.3 mL, 2.51 mmol) was heated to 80° C. After 18 h, the reaction mixture was concentrated in vacuo and treated with 4M HCl in dixoane (2 mL). The reaction stirred for 20 min and poured into 1M aqueous NaOH and extracted with EtOAc. The organic layer was dried (Na2SO4), filtered and concentrated. The residue was... Reactants: CCO, CCOC(=O)Cc1ccc([N+](=O)[O-])cc1. Product: CCOC(=O)Cc1ccc(N)cc1. As a reaction SMILES: [CH3:16][CH2:17][OH:18].[N+:1]([O-:2])(=[O:3])[c:4]1[cH:5][cH:6][c:7]([CH2:10][C:11](=[O:12])[O:13][CH2:14][CH3:15])[cH:8][cH:9]1>>[NH2:1][c:4]1[cH:5][cH:6][c:7]([CH2:10][C:11](=[O:12])[O:13][CH2:14][CH3:15])[cH:8][cH:9]1.